Dataset: the Open Reaction Database (ORD), a public repository of structured organic reaction records. Task: describe an organic reaction: reactants, conditions, products, and yield Reactants: CNCCC1=CC=C(C=C1)[N+](=O)[O-] (N-methyl-4-nitrophenethylamine), CS(=O)(=O)NC1=CC=C(OCCCl)C=C1 (2-(4-methanesulphonamidophenoxy)ethyl chloride), C([O-])(O)=O.[Na+] (sodium bicarbonate), [I-].[Na+] (sodium iodide). The solvent is C(C)#N (acetonitrile). Product: CS(=O)(=O)NC1=CC=C(OCCN(CCC2=CC=C(C=C2)[N+](=O)[O-])C)C=C1 (1-(4-Methanesulphonamidophenoxy)-2-[N-methyl-N-(4-nitrophenethyl)amino]ethane). The yield is 38.1%. Reaction SMILES: [CH3:1][NH:2][CH2:3][CH2:4][C:5]1[CH:10]=[CH:9][C:8]([N+:11]([O-:13])=[O:12])=[CH:7][CH:6]=1.[CH3:14][S:15]([NH:18][C:19]1[CH:28]=[CH:27][C:22]([O:23][CH2:24][CH2:25]Cl)=[CH:21][CH:20]=1)(=[O:17])=[O:16].C(=O)(O)[O-].[Na+].[I-].[Na+]>C(#N)C>[CH3:14][S:15]([NH:18][C:19]1[CH:28]=[CH:27][C:22]([O:23][CH2:24][CH2:25][N:2]([CH3:1])[CH2:3][CH2:4][C:5]2[CH:6]=[CH:7][C:8]([N+:11]([O-:13])=[O:12])=[CH:9][CH:10]=2)=[CH:21][CH:20]=1)(=[O:17])=[O:16] |f:2.3,4.5|. Procedure details: A suspension of N-methyl-4-nitrophenethylamine (1.1 g), 2-(4-methanesulphonamidophenoxy)ethyl chloride (1.5 g), sodium bicarbonate (0.5 g) and sodium iodide (0.9 g) in acetonitrile (100 ml) was stirred at reflux for 4 days. On evaporation to dryness the resultant oil was partitioned between 2N aqueous sodium bicarbonate solution and methylene chloride. After two further extractions with methylene chloride, the organic portions were combined, washed with saturated brine solution, dried over anhyd... The product is O=C1CN(c2cccc(-n3cc(-c4ccc(Cl)cc4Cl)nc3Cc3ccc(-c4ccc(C5=CCCCC5)nn4)cc3)c2)S(=O)(=O)N1. The reactants are C[Si](C)(C)CCOCN1C(=O)CN(c2cccc(-n3cc(-c4ccc(Cl)cc4Cl)nc3Cc3ccc(-c4ccc(C5=CCCCC5)nn4)cc3)c2)S1(=O)=O, CCCC[N+](CCCC)(CCCC)CCCC, [F-]. As a reaction SMILES: [C:1]1([c:7]2[cH:8][cH:9][c:10](-[c:13]3[cH:14][cH:15][c:16]([CH2:17][c:18]4[n:19](-[c:31]5[cH:32][c:33]([N:37]6[CH2:38][C:39](=[O:52])[N:40]([CH2:44][O:45][CH2:46][CH2:47][Si:48]([CH3:49])([CH3:50])[CH3:51])[S:41]6(=[O:42])=[O:43])[cH:34][cH:35][cH:36]5)[cH:20][c:21](-[c:23]5[c:24]([Cl:30])[cH:25][c:26]([Cl:29])[cH:27][cH:28]5)[n:22]4)[cH:53][cH:54]3)[n:11][n:12]2)=[CH:2][CH2:3][CH2:4][CH2:5][CH2:6]1.[CH3:56][CH2:57][CH2:58][CH2:59][N+:60]([CH2:61][CH2:62][CH2:63][CH3:64])([CH2:65][CH2:66][CH2:67][CH3:68])[CH2:69][CH2:70][CH2:71][CH3:72].[F-:55]>>[C:1]1([c:7]2[cH:8][cH:9][c:10](-[c:13]3[cH:14][cH:15][c:16]([CH2:17][c:18]4[n:19](-[c:31]5[cH:32][c:33]([N:37]6[CH2:38][C:39](=[O:52])[NH:40][S:41]6(=[O:42])=[O:43])[cH:34][cH:35][cH:36]5)[cH:20][c:21](-[c:23]5[c:24]([Cl:30])[cH:25][c:26]([Cl:29])[cH:27][cH:28]5)[n:22]4)[cH:53][cH:54]3)[n:11][n:12]2)=[CH:2][CH2:3][CH2:4][CH2:5][CH2:6]1. Starting materials: COC(C1=CC(=CC(=C1)OCC1=CC=CC=C1)OCCCCCCCCCCCCCCCCCC)=O (3-(octadecyloxy)-5-(phenylmethoxy) benzoic acid methyl ester), [OH-].[Na+] (NaOH). Run in CO (methanol), O1CCOCC1 (dioxane). Yields the product C(CCCCCCCCCCCCCCCCC)OC=1C=C(C(=O)O)C=C(C1)OCC1=CC=CC=C1 (3-(octadecyloxy)-5-(phenylmethoxy)benzoic acid). Isolated yield 88.5%. As a reaction SMILES: C[O:2][C:3](=[O:37])[C:4]1[CH:9]=[C:8]([O:10][CH2:11][C:12]2[CH:17]=[CH:16][CH:15]=[CH:14][CH:13]=2)[CH:7]=[C:6]([O:18][CH2:19][CH2:20][CH2:21][CH2:22][CH2:23][CH2:24][CH2:25][CH2:26][CH2:27][CH2:28][CH2:29][CH2:30][CH2:31][CH2:32][CH2:33][CH2:34][CH2:35][CH3:36])[CH:5]=1.[OH-].[Na+]>CO.O1CCOCC1>[CH2:19]([O:18][C:6]1[CH:5]=[C:4]([CH:9]=[C:8]([O:10][CH2:11][C:12]2[CH:13]=[CH:14][CH:15]=[CH:16][CH:17]=2)[CH:7]=1)[C:3]([OH:37])=[O:2])[CH2:20][CH2:21][CH2:22][CH2:23][CH2:24][CH2:25][CH2:26][CH2:27][CH2:28][CH2:29][CH2:30][CH2:31][CH2:32][CH2:33][CH2:34][CH2:35][CH3:36] |f:1.2|. Reported procedure: A mixture of 3.0 g (7.1 mmol) of 3-hydroxy-5-(octadecyloxy) benzoic acid methyl ester, 0.93 ml (7.85 mmol) of benzyl bromide and 2.0 g (14.5 mmol) of potassium carbonate in 50 ml of DMF was stirred at 85° for 50 hours. The solvent was removed at reduced pressure and the residue was extracted with methylene chloride. The extract was concentrated and recrystallized from methylene chloride-methanol to give 3.24 g (89% yield, mp 62°-64°) of 3-(octadecyloxy)-5-(phenylmethoxy)benzoic acid methyl ester... Reactants: XantPhos, ClC1=CC=C(CN2C(NC=3C2=NC(=CN3)C3=CC(=C(C(=C3)OC)OC)OC)=O)C=C1 (1-(4-chlorobenzyl)-6-(3,4,5-trimethoxyphenyl)-1,3-dihydro-imidazo[4,5-b]pyrazin-2-one), C(C1=CC=CC=C1)(C1=CC=CC=C1)=N (benzhydrylideneamine), CC(C)([O-])C.[Na+] (sodium tert-butoxide), 9,9-dimethyl-9H-xanthene-4,5-diyl0bis[diphenylphosphine], resultant mixture. Reagents/catalysts: C=1C=CC(=CC1)/C=C/C(=O)/C=C/C2=CC=CC=C2.C=1C=CC(=CC1)/C=C/C(=O)/C=C/C2=CC=CC=C2.C=1C=CC(=CC1)/C=C/C(=O)/C=C/C2=CC=CC=C2.[Pd].[Pd] (Pd2(dba)3). Run in O (water), C1(=CC=CC=C1)C (toluene). The product is C(C1=CC=CC=C1)(C1=CC=CC=C1)=NC1=CC=C(CN2C(NC=3C2=NC(=CN3)C3=CC(=C(C(=C3)OC)OC)OC)=O)C=C1 (1-[4-(benzhydrylidene-amino)benzyl]-6-(3,4,5-trimethoxyphenyl)-1,3-dihydroimidazo[4,5-b]pyrazin-2-one). Yield: 61.2%. As a reaction SMILES: Cl[C:2]1[CH:30]=[CH:29][C:5]([CH2:6][N:7]2[C:11]3=[N:12][C:13]([C:16]4[CH:21]=[C:20]([O:22][CH3:23])[C:19]([O:24][CH3:25])=[C:18]([O:26][CH3:27])[CH:17]=4)=[CH:14][N:15]=[C:10]3[NH:9][C:8]2=[O:28])=[CH:4][CH:3]=1.[C:31](=[NH:44])([C:38]1[CH:43]=[CH:42][CH:41]=[CH:40][CH:39]=1)[C:32]1[CH:37]=[CH:36][CH:35]=[CH:34][CH:33]=1.CC(C)([O-])C.[Na+]>C1(C)C=CC=CC=1.O.C1C=CC(/C=C/C(/C=C/C2C=CC=CC=2)=O)=CC=1.C1C=CC(/C=C/C(/C=C/C2C=CC=CC=2)=O)=CC=1.C1C=CC(/C=C/C(/C=C/C2C=CC=CC=2)=O)=CC=1.[Pd].[Pd]>[C:31](=[N:44][C:2]1[CH:30]=[CH:29][C:5]([CH2:6][N:7]2[C:11]3=[N:12][C:13]([C:16]4[CH:21]=[C:20]([O:22][CH3:23])[C:19]([O:24][CH3:25])=[C:18]([O:26][CH3:27])[CH:17]=4)=[CH:14][N:15]=[C:10]3[NH:9][C:8]2=[O:28])=[CH:4][CH:3]=1)([C:38]1[CH:39]=[CH:40][CH:41]=[CH:42][CH:43]=1)[C:32]1[CH:37]=[CH:36][CH:35]=[CH:34][CH:33]=1 |f:2.3,6.7.8.9.10|. Procedure details: To a mixture of 1-(4-chlorobenzyl)-6-(3,4,5-trimethoxyphenyl)-1,3-dihydro-imidazo[4,5-b]pyrazin-2-one (19 mg, 0.04 mmol; Example 28), benzhydrylideneamine (16 mg, 0.08 mmol), Pd2(dba)3(7 mg, 0.007 mmol), and (9,9-dimethyl-9H-xanthene-4,5-diyl0bis[diphenylphosphine] also known as XantPhos (13 mg, 0.027 mmol) in toluene (0.5 mL) was added sodium tert-butoxide (10 mg; 0.1 mmol) and the resultant mixture was heated to 95° C. overnight. After cooling to room temperature, the reaction was diluted with... Reactants: C(C1=CC=CC=C1)Cl (benzyl chloride), [OH-].[Na+] (sodium hydroxide), C(CCCCCCCCCCCCCCCCC)OCC(O)COCCOCCOC(C1=CC=CC=C1)(C1=CC=CC=C1)C1=CC=CC=C1 (1-O-octadecyl-3-O-[2-(2-trityloxyethoxy)ethyl]glycerol). The reagents and catalysts are [Cl-].C(CCCCCCCCCCCCCCC)[N+](C)(C)C (cetyltrimethylammonium chloride). The solvent is CCCCCC (hexane). Reaction conditions: temperature 70 celsius, time 18 hour. The product is C(C1=CC=CC=C1)OC(COCCOCCO)COCCCCCCCCCCCCCCCCCC (2-O-Benzyl-1-O-[2-(2-hydroxyethoxy)ethyl]-3-O-octadecylglycerol). The yield is 93.6%. As a reaction SMILES: [CH2:1]([O:19][CH2:20][CH:21]([CH2:23][O:24][CH2:25][CH2:26][O:27][CH2:28][CH2:29][O:30]C(C1C=CC=CC=1)(C1C=CC=CC=1)C1C=CC=CC=1)[OH:22])[CH2:2][CH2:3][CH2:4][CH2:5][CH2:6][CH2:7][CH2:8][CH2:9][CH2:10][CH2:11][CH2:12][CH2:13][CH2:14][CH2:15][CH2:16][CH2:17][CH3:18].[CH2:50](Cl)[C:51]1[CH:56]=[CH:55][CH:54]=[CH:53][CH:52]=1.[OH-].[Na+]>[Cl-].C([N+](C)(C)C)CCCCCCCCCCCCCCC.CCCCCC>[CH2:50]([O:22][CH:21]([CH2:20][O:19][CH2:1][CH2:2][CH2:3][CH2:4][CH2:5][CH2:6][CH2:7][CH2:8][CH2:9][CH2:10][CH2:11][CH2:12][CH2:13][CH2:14][CH2:15][CH2:16][CH2:17][CH3:18])[CH2:23][O:24][CH2:25][CH2:26][O:27][CH2:28][CH2:29][OH:30])[C:51]1[CH:56]=[CH:55][CH:54]=[CH:53][CH:52]=1 |f:2.3,4.5|. Procedure details: To 6.5 g (9.6 millimole) of 1-O-octadecyl-3-O-[2-(2-trityloxyethoxy)ethyl]glycerol synthesized in Working Example 1 were added 2.3 g (18 millimole) of benzyl chloride, 4 g (50 millimole) of 50% sodium hydroxide, and 160 mg (0.5 millimole) of cetyltrimethylammonium chloride, and the mixture was stirred at 70° C. for 18 hours. After cooling, hexane was added and the organic layer was collected by decantation. Hexane was distilled off under reduced pressure, and to the residue 50 ml of dioxane, 8 m...